This data is from the Open Reaction Database (ORD), a public repository of structured organic reaction records. The task is: describe an organic reaction: reactants, conditions, products, and yield The reactants are C(C)N1C(=NC(=C1C(=O)N1CCC(CC1)N1CCCC1)I)C1=CC(=CC=C1)C(F)(F)F ([3-ethyl-5-iodo-2-(3-trifluoromethyl-phenyl)-3H-imidazol-4-yl]-(4-pyrrolidin-1-yl-piperidin-1-yl)-methanone), N1=CN=CC(=C1)B(O)O (pyrimidine-5-yl-boronic acid). The product is C(C)N1C(=NC(=C1C(=O)N1CCC(CC1)N1CCCC1)C=1C=NC=NC1)C1=CC(=CC=C1)C(F)(F)F ([3-Ethyl-5-pyrimidin-5-yl-2-(3-trifluoromethyl-phenyl)-3H-imidazol-4-yl]-(4-pyrrolidin-1-yl-piperidin-1-yl)-methanone). Reaction SMILES: [CH2:1]([N:3]1[C:7]([C:8]([N:10]2[CH2:15][CH2:14][CH:13]([N:16]3[CH2:20][CH2:19][CH2:18][CH2:17]3)[CH2:12][CH2:11]2)=[O:9])=[C:6](I)[N:5]=[C:4]1[C:22]1[CH:27]=[CH:26][CH:25]=[C:24]([C:28]([F:31])([F:30])[F:29])[CH:23]=1)[CH3:2].[N:32]1[CH:37]=[C:36](B(O)O)[CH:35]=[N:34][CH:33]=1>>[CH2:1]([N:3]1[C:7]([C:8]([N:10]2[CH2:15][CH2:14][CH:13]([N:16]3[CH2:20][CH2:19][CH2:18][CH2:17]3)[CH2:12][CH2:11]2)=[O:9])=[C:6]([C:36]2[CH:37]=[N:32][CH:33]=[N:34][CH:35]=2)[N:5]=[C:4]1[C:22]1[CH:27]=[CH:26][CH:25]=[C:24]([C:28]([F:31])([F:30])[F:29])[CH:23]=1)[CH3:2]. Procedure: In analogy to the procedure described for example 7, [3-ethyl-5-iodo-2-(3-trifluoromethyl-phenyl)-3H-imidazol-4-yl]-(4-pyrrolidin-1-yl-piperidin-1-yl)-methanone (example 69) was reacted with pyrimidine-5-yl-boronic acid to give the title compound as light yellow solid. MS: 499.2 (MH+). Product: NC1=C(C(=C(C(=N1)SCCNC(=O)NC)C#N)C1=CC=C(C=C1)O)C#N (N-(2-{[6-amino-3,5-dicyano-4-(4-hydroxyphenyl)-2-pyridinyl]sulfanyl}ethyl)-N′-methylurea). As a reaction SMILES: [NH2:1][C:2]1[C:7]([C:8]#[N:9])=[C:6]([C:10]2[CH:15]=[CH:14][C:13]([OH:16])=[CH:12][CH:11]=2)[C:5]([C:17]#[N:18])=[C:4]([S:19][CH2:20][CH2:21][NH2:22])[N:3]=1.[CH2:23]([N:25]=[C:26]=[O:27])C>CN(C=O)C>[NH2:1][C:2]1[N:3]=[C:4]([S:19][CH2:20][CH2:21][NH:22][C:26]([NH:25][CH3:23])=[O:27])[C:5]([C:17]#[N:18])=[C:6]([C:10]2[CH:11]=[CH:12][C:13]([OH:16])=[CH:14][CH:15]=2)[C:7]=1[C:8]#[N:9]. The reactants are NC1=NC(=C(C(=C1C#N)C1=CC=C(C=C1)O)C#N)SCCN (2-amino-6-[(2-aminoethyl)sulfanyl]-4-(4-hydroxyphenyl)-3,5-pyridinedicarbonitrile), C(C)N=C=O (ethyl isocyanate). The solvent is CN(C)C=O (DMF). Reported procedure: 62.2 mg (0.2 mmol) of 2-amino-6-[(2-aminoethyl)sulfanyl]-4-(4-hydroxyphenyl)-3,5-pyridinedicarbonitrile are suspended in 0.4 ml of DMF, and 14.2 mg (0.2 mmol) of ethyl isocyanate are added at room temperature. The mixture is stirred overnight, filtered and purified by preparative HPLC. Reaction conditions: time 8 hour. Run in C(C)O (ethanol). Reactants: C1(=CC=CC=C1)N1N=CC=2C1=NC(=NC2Cl)Cl (1-phenyl-4,6-dichloropyrazolo[3,4-d]pyrimidine), N[C@@H](CO)CC1=CC=CC=C1 ((R)-(+)-2-amino-3-phenyl-1-propanol). The product is C1(=CC=CC=C1)N1N=CC=2C1=NC(=NC2N[C@@H](CO)CC2=CC=CC=C2)Cl ((R)-β-[(1-phenyl-6-chloro-1H-pyrazolo[3,4-d]pyrimidin-4-yl)amino]benzenepropanol). Reported procedure: First, 2.81 g of 1-phenyl-4,6-dichloropyrazolo[3,4-d]pyrimidine was suspended in 60 ml of ethanol, then 3.2 g of (R)-(+)-2-amino-3-phenyl-1-propanol was added with stirring. After 48 hours the solvent was removed under vacuum and the oil was flash chromatographed (2-5-7% MeOH/CHCl3) to yield 3.80 g of (R)-β-[(1-phenyl-6-chloro-1H-pyrazolo[3,4-d]pyrimidin-4-yl)amino]benzenepropanol (95%). RXN SMILES: [C:1]1([N:7]2[C:11]3=[N:12][C:13]([Cl:17])=[N:14][C:15](Cl)=[C:10]3[CH:9]=[N:8]2)[CH:6]=[CH:5][CH:4]=[CH:3][CH:2]=1.[NH2:18][C@H:19]([CH2:22][C:23]1[CH:28]=[CH:27][CH:26]=[CH:25][CH:24]=1)[CH2:20][OH:21]>C(O)C>[C:1]1([N:7]2[C:11]3=[N:12][C:13]([Cl:17])=[N:14][C:15]([NH:18][C@H:19]([CH2:22][C:23]4[CH:28]=[CH:27][CH:26]=[CH:25][CH:24]=4)[CH2:20][OH:21])=[C:10]3[CH:9]=[N:8]2)[CH:6]=[CH:5][CH:4]=[CH:3][CH:2]=1. Yield: 94.4%. Reactants: S(O)(O)(=O)=O (sulfuric acid), ClC1=CC(=C(N)C=C1)[N+](=O)[O-] (4-chloro-2-nitroaniline), C(C)OCOCC (diethoxymethane), C(C)OCOCC (diethoxymethane), C(C)OP(OCC)[O-] (diethylphosphite). The solvent is O (water), O (water). Conditions: temperature 95 celsius. The product is C(C)OP(OCC)(=O)CNC1=C(C=C(C=C1)Cl)[N+](=O)[O-] ([(4-Chloro-2-nitro-phenylamino)-methyl]-phosphonic acid diethyl ester). Isolated yield 94.9%. As a reaction SMILES: [Cl:1][C:2]1[CH:8]=[CH:7][C:5]([NH2:6])=[C:4]([N+:9]([O-:11])=[O:10])[CH:3]=1.[CH2:12]([O:14][P:15]([O-:19])[O:16][CH2:17][CH3:18])[CH3:13].S(=O)(=O)(O)O.[CH2:25](OCOCC)C>O>[CH2:12]([O:14][P:15]([CH2:25][NH:6][C:5]1[CH:7]=[CH:8][C:2]([Cl:1])=[CH:3][C:4]=1[N+:9]([O-:11])=[O:10])(=[O:19])[O:16][CH2:17][CH3:18])[CH3:13]. Procedure details: With stirring and under a nitrogen atmosphere 4-chloro-2-nitroaniline (5 g, 28.9 mmole) was dissolved in diethylphosphite (21.44 g, 155 mmole), followed by the addition of a solution of sulfuric acid (0.1 mL) and water (0.1 mL). Under a continuous flow of nitrogen the solution was heated to 95° C., after which diethoxymethane (9.05 g, 86.8 mmole) was added in a dropwise manner over a period of 1.5 hours while maintaining the temperature between 93°-97° C. Once all the diethoxymethane was added, ... Starting materials: BrCCCCCCCCCCCC(=O)O (12-bromododecanoic acid), C1(=CC=CC=C1)C (toluene), S(=O)(Cl)Cl (thionyl chloride). The product is BrCCCCCCCCCCCC(=O)Cl (12-bromododecanoyl chloride). RXN SMILES: [Br:1][CH2:2][CH2:3][CH2:4][CH2:5][CH2:6][CH2:7][CH2:8][CH2:9][CH2:10][CH2:11][CH2:12][C:13]([OH:15])=O.C1(C)C=CC=CC=1.S(Cl)([Cl:25])=O>>[Br:1][CH2:2][CH2:3][CH2:4][CH2:5][CH2:6][CH2:7][CH2:8][CH2:9][CH2:10][CH2:11][CH2:12][C:13]([Cl:25])=[O:15]. Procedure details: A solution of 30 mmols (8.4 g) of 12-bromododecanoic acid and 10 ml of toluene in 5 ml of thionyl chloride was stirred at 80° C. for 1 hour. Excess thionyl chloride and toluene were distilled out under reduced pressure to obtain 12-bromododecanoyl chloride(acid chloride 9d). A solution of 25 mmols (8.2 g) of hydroxy ester 9c obtained in the above (9-5) was stirred with 30 mmols (3.0 g) of triethylamine in 100 ml of THF. A solution of said acid chloride 9c in THF, was added dropwise thereto follo... Starting materials: N1(CCCC1)CC=1C=NC=C(C1)C#C[Si](C)(C)C (3-(pyrrolidin-1-ylmethyl)-5-[(trimethylsilyl)ethynyl]pyridine), [F-].C(CCC)[N+](CCCC)(CCCC)CCCC (tetrabutylammonium fluoride). The solvent is C1CCOC1 (THF). Run at time 15 minute. Yields the product C(#C)C=1C=NC=C(C1)CN1CCCC1 (3-Ethynyl-5-(pyrrolidin-1-ylmethyl)pyridine). RXN SMILES: [N:1]1([CH2:6][C:7]2[CH:8]=[N:9][CH:10]=[C:11]([C:13]#[C:14][Si](C)(C)C)[CH:12]=2)[CH2:5][CH2:4][CH2:3][CH2:2]1.[F-].C([N+](CCCC)(CCCC)CCCC)CCC>C1COCC1>[C:13]([C:11]1[CH:10]=[N:9][CH:8]=[C:7]([CH2:6][N:1]2[CH2:5][CH2:4][CH2:3][CH2:2]2)[CH:12]=1)#[CH:14] |f:1.2|. Procedure details: To a solution of 3-(pyrrolidin-1-ylmethyl)-5-[(trimethylsilyl)ethynyl]pyridine (0.7 mmol) in 3.5 mL of THF is added 1.05 mL (1.05 mmol) of tetrabutylammonium fluoride (1.0M in THF) at ambient temperature. The solution is stirred for 15 min, concentrated, and the crude product is purified by silica gel flash chromatography (eluted with 50% EtOAc/hexanes) to provide product. Starting materials: C(C)(C)O (isopropanol), C1(CCC1)N1CCN(CCC1)C(=O)C1CN(C1)C(=O)OC1=CC=C(C=C1)[N+](=O)[O-] (4-Nitrophenyl 3-[(4-cyclobutyl-1,4-diazepan-1-yl)carbonyl]azetidine-1-carboxylate), C1NCCC2=CC=CC=C12 (1,2,3,4-tetrahydroisoquinoline), CCN(C(C)C)C(C)C (DIPEA). Solvent: ClCCCl (1,2-dichloroethane), ClCCl (dichloromethane). Yields the product C1(CCC1)N1CCN(CCC1)C(=O)C1CN(C1)C(=O)N1CC2=CC=CC=C2CC1 (2-({3-[(4-cyclobutyl-1,4-diazepan-1-yl)carbonyl]azetidin-1-yl}carbonyl)-1,2,3,4-tetrahydroisoquinoline). Yield: 18.9%. Reaction SMILES: [CH:1]1([N:5]2[CH2:11][CH2:10][CH2:9][N:8]([C:12]([CH:14]3[CH2:17][N:16]([C:18]([O:20]C4C=CC([N+]([O-])=O)=CC=4)=O)[CH2:15]3)=[O:13])[CH2:7][CH2:6]2)[CH2:4][CH2:3][CH2:2]1.[CH2:30]1[C:39]2[C:34](=[CH:35][CH:36]=[CH:37][CH:38]=2)[CH2:33][CH2:32][NH:31]1.CCN(C(C)C)C(C)C.C(O)(C)C>ClCCCl.ClCCl>[CH:1]1([N:5]2[CH2:11][CH2:10][CH2:9][N:8]([C:12]([CH:14]3[CH2:15][N:16]([C:18]([N:31]4[CH2:32][CH2:33][C:34]5[C:39](=[CH:38][CH:37]=[CH:36][CH:35]=5)[CH2:30]4)=[O:20])[CH2:17]3)=[O:13])[CH2:7][CH2:6]2)[CH2:2][CH2:3][CH2:4]1. Procedure details: 4-Nitrophenyl 3-[(4-cyclobutyl-1,4-diazepan-1-yl)carbonyl]azetidine-1-carboxylate (50 mg, 0.12 mmol), 1,2,3,4-tetrahydroisoquinoline (25 μl, 0.19 mmol) and DIPEA (42 μl, 0.24 mmol) were stirred in 1,2-dichloroethane (2 ml) and isopropanol (1 ml) at 120° C. in a sealed tube for 16 hrs. The mixture was then cooled to RT, diluted with dichloromethane (30 ml) and washed with 1M aq. K2CO3 (2×15 ml), dried (MgSO4), filtered and concentrated at reduced pressure. The residue was purified by silica FCC (...